From a dataset of the Open Reaction Database (ORD), a public repository of structured organic reaction records. describe an organic reaction: reactants, conditions, products, and yield The reactants are OCCn1cc(-c2ccc3c(c2)CCC3=NOCc2ccccc2)c(-c2ccncc2)n1, CO, Cl, [OH-], [OH-], [Pd+2]. Yields the product OCCn1cc(-c2ccc3c(c2)CCC3=NO)c(-c2ccncc2)n1. Reaction SMILES: [CH2:1]([c:2]1[cH:3][cH:4][cH:5][cH:6][cH:7]1)[O:8][N:9]=[C:10]1[CH2:11][CH2:12][c:13]2[cH:14][c:15](-[c:19]3[c:20](-[c:27]4[cH:28][cH:29][n:30][cH:31][cH:32]4)[n:21][n:22]([CH2:24][CH2:25][OH:26])[cH:23]3)[cH:16][cH:17][c:18]21.[CH3:34][OH:35].[ClH:33].[OH-:36].[OH-:38].[Pd+2:37]>>[OH:8][N:9]=[C:10]1[CH2:11][CH2:12][c:13]2[cH:14][c:15](-[c:19]3[c:20](-[c:27]4[cH:28][cH:29][n:30][cH:31][cH:32]4)[n:21][n:22]([CH2:24][CH2:25][OH:26])[cH:23]3)[cH:16][cH:17][c:18]21. Starting materials: O (water), FC1=CC=C(C=C1)SCC1C(CC2(CC2)C1)C(=O)OCC (ethyl(5R/S,6R/S)-6-{[(4 fluorophenyl)sulfanyl]methyl}spiro[2.4]-heptane-5-carboxylate), COCCOC (ethylene glycol dimethyl ether), aqueous solution, [OH-].[Li+] (lithium hydroxide). Solvent: CO (methanol). Reaction conditions: time 22 hour. The product is FC1=CC=C(C=C1)SCC1C(CC2(CC2)C1)C(=O)O ((5R/S,6R/S)-6-{[(4-fluorophenyl)sulfanyl]-methyl}spiro[2.4]heptane-5-carboxylic acid). As a reaction SMILES: [F:1][C:2]1[CH:7]=[CH:6][C:5]([S:8][CH2:9][CH:10]2[CH2:16][C:13]3([CH2:15][CH2:14]3)[CH2:12][CH:11]2[C:17]([O:19]CC)=[O:18])=[CH:4][CH:3]=1.COCCOC.[OH-].[Li+].O>CO>[F:1][C:2]1[CH:3]=[CH:4][C:5]([S:8][CH2:9][CH:10]2[CH2:16][C:13]3([CH2:14][CH2:15]3)[CH2:12][CH:11]2[C:17]([OH:19])=[O:18])=[CH:6][CH:7]=1 |f:2.3|. Procedure: To a solution of ethyl(5R/S,6R/S)-6-{[(4 fluorophenyl)sulfanyl]methyl}spiro[2.4]-heptane-5-carboxylate (66 mg, 0.22 mmol) in 0.3 mL methanol was added ethylene glycol dimethyl ether (1.0 mL) and 2 M aqueous solution of lithium hydroxide (1.0 mL). The reaction mixture was stirred at ambient temperature for 22 h and then poured into 30 mL water. The reaction mixture was washed with 30 mL ether and the aqueous layer was acidified with a 2 M aqueous solution of hydrochloric acid. The product was ext... The reactants are COn1cc(C(=O)O)ccc1=O, CC(N)C(N)(c1ccc(Cl)cc1)c1ccnc(F)c1. Product: COn1cc(C2=NC(c3ccc(Cl)cc3)(c3ccnc(F)c3)C(C)N2)ccc1=O. Reaction SMILES: [CH3:20][O:21][n:22]1[c:23](=[O:31])[cH:24][cH:25][c:26]([C:28]([OH:29])=[O:30])[cH:27]1.[Cl:1][c:2]1[cH:3][cH:4][c:5]([C:8]([CH:9]([CH3:10])[NH2:11])([NH2:12])[c:13]2[cH:14][c:15]([F:19])[n:16][cH:17][cH:18]2)[cH:6][cH:7]1>>[Cl:1][c:2]1[cH:3][cH:4][c:5]([C:8]2([c:13]3[cH:14][c:15]([F:19])[n:16][cH:17][cH:18]3)[CH:9]([CH3:10])[NH:11][C:28]([c:26]3[cH:25][cH:24][c:23](=[O:31])[n:22]([O:21][CH3:20])[cH:27]3)=[N:12]2)[cH:6][cH:7]1. Reactants: C/C(=C\C=C\C=C(/C)\C=C\C=C(\C)/C1C=C2[C@](O1)(C[C@H](CC2(C)C)O)C)/C=C/C=C(\C)/C=C=C3[C@](C[C@H](CC3(C)C)O)(C)O (Neochrome), C/C(=C\C=C\C=C(/C)\C=C\C=C(/C)\C=C=C1[C@](C[C@H](CC1(C)C)O)(C)O)/C=C/C=C(\C)/C=C/[C@]23[C@](O2)(C[C@H](CC3(C)C)O)C (Neoxanthin), 2′-Nor-astaxanthin diester, CC1=C(C([C@H]([C@@H](C1)O)O)(C)C)/C=C/C(=C/C=C/C(=C/C=C/C=C(/C=C/C=C(/C=C/C2=C(C[C@H]([C@@H](C2(C)C)O)O)C)\C)\C)/C)/C (Nostoxanthin), Neoxanthin 3-acetate, CC(=CCC/C(=C/CC/C(=C/C=C/C(=C/C=C/C=C(\C)/C=C/C=C(\C)/C=C/C=C(\C)/CCC=C(C)C)/C)/C)/C)C (Neurosporene), C/C(=C\C=C\C=C(\C=C\C=C(\C=C\C(=O)O)/C)/C)/C=C/C=C(/C=C/C(=O)O)\C (Norbixin), CC1=CCC(C([C@H]1/C=C/C(=C/C=C/C(=C/C=C/C=C(\C)/C=C/C=C(\C)/C=C/C=C(\C)/CCC=C(C)C)/C)/C)(C)C)C/C=C(\C)/CO (Nonaprenoxanthin), CC1=C(C(CCC1)(C)C)/C=C/C(=C/C=C/C(=C/C=C/C=C(\C)/C=C/C=C(\C)/C=C/C=C(\C)/C(=O)OC)/C)/C (Neurosporaxanthin methyl ester), CC1=C(C(CCC1)(C)C)/C=C/C(=C/C=C/C(=C/C=C/C=C(/C)\C=C\C=C(/C)\C=C\C2=C(CCCC2(C)C)C)/C)/C (Neo-β-carotene B), Neo-β-cryptoxanthin, CC1=C(C(CCC1)(C)C)/C=C/C(=C/C=C/C(=C/C=C/C=C(\C)/C=C/C=C(\C)/C=C/C=C(\C)/C(=O)O)/C)/C (Neurosporaxanthin). Product: CC1=C[C@@H](CC([C@H]1/C=C/C(=C/C=C/C(=C/C=C/C=C(/C=C/C=C(/C=C/[C@@H]2C(C[C@H](C=C2C)O)(C)C)\C)\C)/C)/C)(C)C)O (Lactucaxanthin). RXN SMILES: [CH3:1]/[C:2](/[CH:27]=[CH:28]/[CH:29]=[C:30](/[CH:32]=[C:33]=[C:34]1[C:39]([CH3:41])([CH3:40])[CH2:38][C@H:37]([OH:42])[CH2:36][C@:35]1(O)[CH3:43])\[CH3:31])=[CH:3]\[CH:4]=[CH:5]\[CH:6]=[C:7](\[CH:9]=[CH:10]\[CH:11]=[C:12](/[CH:14]1O[C@:17]2([CH3:26])[CH2:19][C@@H:20]([OH:25])[CH2:21][C:22]([CH3:24])([CH3:23])[C:16]2=[CH:15]1)\[CH3:13])/[CH3:8].CC1CCCC(C)(C)C=1/C=C/C(/C)=C/C=C/C(/C)=C/C=C/C=C(\C=C\C=C(\C=C\C1C(C)(C)CCCC=1C)/C)/C.C/C(/C=C/C=C(/C=C/[C@]12C(C)(C)C[C@H](O)C[C@@]1(C)O2)\C)=C\C=C\C=C(\C=C\C=C(\C=C=C1C(C)(C)C[C@H](O)C[C@]1(O)C)/C)/C.CC1CCCC(C)(C)C=1/C=C/C(/C)=C/C=C/C(/C)=C/C=C/C=C(/C=C/C=C(/C=C/C=C(/C(O)=O)\C)\C)\C.CC1CCCC(C)(C)C=1/C=C/C(/C)=C/C=C/C(/C)=C/C=C/C=C(/C=C/C=C(/C=C/C=C(/C(OC)=O)\C)\C)\C.CC(C)=CCC/C(/C)=C/CC/C(/C)=C/C=C/C(/C)=C/C=C/C=C(/C=C/C=C(/C=C/C=C(/CCC=C(C)C)\C)\C)\C.CC1[C@H](/C=C/C(/C)=C/C=C/C(/C)=C/C=C/C=C(/C=C/C=C(/C=C/C=C(/CCC=C(C)C)\C)\C)\C)C(C)(C)C(C/C=C(/CO)\C)CC=1.C/C(/C=C/C=C(\C)/C=C/C(O)=O)=C\C=C\C=C(/C)\C=C\C=C(/C)\C=C\C(O)=O.CC1C[C@@H](O)[C@H](O)C(C)(C)C=1/C=C/C(/C)=C/C=C/C(/C)=C/C=C/C=C(\C)/C=C/C=C(\C)/C=C/C1C(C)(C)[C@@H](O)[C@H](O)CC=1C>>[CH3:26][C:17]1[C@H:16](/[CH:15]=[CH:14]/[C:12](/[CH3:13])=[CH:11]/[CH:10]=[CH:9]/[C:7](/[CH3:8])=[CH:6]/[CH:5]=[CH:4]/[CH:3]=[C:2](\[CH3:1])/[CH:27]=[CH:28]/[CH:29]=[C:30](\[CH3:31])/[CH:32]=[CH:33]/[C@H:34]2[C:35]([CH3:43])=[CH:36][C@H:37]([OH:42])[CH2:38][C:39]2([CH3:41])[CH3:40])[C:22]([CH3:24])([CH3:23])[CH2:21][C@@H:20]([OH:25])[CH:19]=1. Procedure details: Neocarotene; Neochrome; Neo-β-carotene B; Neo-β-cryptoxanthin A; Neoxanthin; Neoxanthin 3-acetate; Neurosporaxanthin; Neurosporaxanthin methyl ester; Neurosporene; Nonaprenoxanthin; 2′-Nor-astaxanthin diester; Norbixin; Nostoxanthin; The reactants are C(C)OC1=C(C=C(C=C1)C1=NC(=NS1)C1=C(C=C(C=C1)CCC(=O)OC(C)(C)C)C)C=C (tert-Butyl 3-(4-(5-(4-ethoxy-3-vinylphenyl)-1,2,4-thiadiazol-3-yl)-3-methylphenyl)propanoate), [H][H] (hydrogen). The reagents and catalysts are [Pd] (Palladium/Carbon). Solvent: CO (methanol), C(C)(=O)OCC (ethyl acetate). Run at time 2 hour. Product: C(C)C=1C=C(C=CC1OCC)C1=NC(=NS1)C1=C(C=C(C=C1)CCC(=O)O)C (3-(4-(5-(3-Ethyl-4-ethoxyphenyl)-1,2,4-thiadiazol-3-yl)-3-methylphenyl)propanoic acid). Yield: 45.4%. As a reaction SMILES: [CH2:1]([O:3][C:4]1[CH:9]=[CH:8][C:7]([C:10]2[S:14][N:13]=[C:12]([C:15]3[CH:20]=[CH:19][C:18]([CH2:21][CH2:22][C:23]([O:25]C(C)(C)C)=[O:24])=[CH:17][C:16]=3[CH3:30])[N:11]=2)=[CH:6][C:5]=1[CH:31]=[CH2:32])[CH3:2].[H][H]>CO.C(OCC)(=O)C.[Pd]>[CH2:31]([C:5]1[CH:6]=[C:7]([C:10]2[S:14][N:13]=[C:12]([C:15]3[CH:20]=[CH:19][C:18]([CH2:21][CH2:22][C:23]([OH:25])=[O:24])=[CH:17][C:16]=3[CH3:30])[N:11]=2)[CH:8]=[CH:9][C:4]=1[O:3][CH2:1][CH3:2])[CH3:32]. Procedure details: A solution of tert-Butyl 3-(4-(5-(4-ethoxy-3-vinylphenyl)-1,2,4-thiadiazol-3-yl)-3-methylphenyl)propanoate (0.01 g, 0.025 mmol) in methanol (1.5 mL) and ethyl acetate (1.5 mL) was degassed with nitrogen. 10% Palladium/Carbon (0.01 g) was added to the reaction mixture which was stirred under a balloon of hydrogen for 30 min. The reaction was filtered through a disposable frit and concentrated in vacuo. The resulting oil was dissolved in 20% solution of trifluoroacetic acid in dichloromethane (4 m... Reactants: CC1(CCS(C2=CC=C(C=C12)C=O)=O)C (4,4-dimethyl-3,4-dihydro-2H-thiochromene-6-carbaldehyde 1-oxide), C1CCOC1 (THF), OO (hydrogen peroxide). Reagents/catalysts: [NH4+].[NH4+].[O-][Mo](=O)(=O)[O-] (ammonium molybdate). The solvent is C(C)O (ethanol), ClCCl (dichloromethane), [NH4+].[Cl-] (NH4Cl). Conditions: time 80 minute. Yields the product CC1(CCS(C2=CC=C(C=C12)C=O)(=O)=O)C (4,4-dimethyl-3,4-dihydro-2H-thiochromene-6-carbaldehyde 1,1-dioxide). As a reaction SMILES: [CH3:1][C:2]1([CH3:15])[C:11]2[C:6](=[CH:7][CH:8]=[C:9]([CH:12]=[O:13])[CH:10]=2)[S:5](=[O:14])[CH2:4][CH2:3]1.C1C[O:19]CC1.OO>C(O)C.ClCCl.[NH4+].[Cl-].[NH4+].[NH4+].[O-][Mo]([O-])(=O)=O>[CH3:1][C:2]1([CH3:15])[C:11]2[C:6](=[CH:7][CH:8]=[C:9]([CH:12]=[O:13])[CH:10]=2)[S:5](=[O:19])(=[O:14])[CH2:4][CH2:3]1 |f:5.6,7.8.9|. Reported procedure: A solution of 4,4-dimethyl-3,4-dihydro-2H-thiochromene-6-carbaldehyde 1-oxide (148 mg, 0.67 mmol) in ethanol (5.94 mL): THF (2.40 mL) and hydrogen peroxide (2.33 mL, 26.6 mmol, 35 wt. % in water) was treated with ammonium molybdate (26.1 mg, 0.13 mmol) at room temperature. The mixture was stirred at room temperature for 80 minutes before being diluted with dichloromethane (30.0 mL) and saturated aqueous NH4Cl (5.00 mL). The organic layer was separated, and the aqueous layer was extracted with di... Starting materials: O=C(O)CCC(=O)c1ccc(-c2ccccc2Br)cc1, NC1CCCCC1. The product is O=C(O)CCC(O)c1ccc(-c2ccccc2Br)cc1. As a reaction SMILES: [Br:1][c:2]1[c:3](-[c:8]2[cH:9][cH:10][c:11]([C:14]([CH2:15][CH2:16][C:17](=[O:18])[OH:19])=[O:20])[cH:12][cH:13]2)[cH:4][cH:5][cH:6][cH:7]1.[NH2:21][CH:22]1[CH2:23][CH2:24][CH2:25][CH2:26][CH2:27]1>>[Br:1][c:2]1[c:3](-[c:8]2[cH:9][cH:10][c:11]([CH:14]([CH2:15][CH2:16][C:17](=[O:18])[OH:19])[OH:20])[cH:12][cH:13]2)[cH:4][cH:5][cH:6][cH:7]1. The reactants are CC(/C=C/[C@@H]1[C@H]([C@@H](OC(O1)(C)C)[C@H](C(=O)N[C@H]1CC[C@H](CN(C1=O)CC=1C=NC=CC1)OC(CCCCCCCCCCCCC)=O)OC)O)(C)C (tetradecanoic acid (3R,6S)-6-{(R)-2-[(4R,5R,6R)-6-((E)-3,3-dimethyl-but-1-enyl)-5-hydroxy-2,2-dimethyl-[1,3]dioxan-4-yl]-2-methoxy-acetylamino}-7-oxo-1-pyridin-3-ylmethyl-azepan-3-yl ester). Run in C(=O)(C(F)(F)F)O.C1CCOC1.O (TFA THF H2O). Yields the product O=C1[C@H](CC[C@H](CN1CC=1C=NC=CC1)OC(CCCCCCCCCCCCC)=O)NC([C@@H]([C@@H]([C@H]([C@@H](\C=C\C(C)(C)C)O)O)O)OC)=O (tetradecanoic acid (3R,6S)-7-oxo-1-pyridin-3-ylmethyl-6-((2R,3R,4S,5R)-(E)-3,4,5-trihydroxy-2-methoxy-8,8-dimethyl-non-6-enoylamino)-azepan-3-yl ester). Yield: 69.0%. Reaction SMILES: [CH3:1][C:2]([CH3:52])([CH3:51])/[CH:3]=[CH:4]/[C@H:5]1[O:10]C(C)(C)[O:8][C@@H:7]([C@@H:13]([O:48][CH3:49])[C:14]([NH:16][C@@H:17]2[C:23](=[O:24])[N:22]([CH2:25][C:26]3[CH:27]=[N:28][CH:29]=[CH:30][CH:31]=3)[CH2:21][C@H:20]([O:32][C:33](=[O:47])[CH2:34][CH2:35][CH2:36][CH2:37][CH2:38][CH2:39][CH2:40][CH2:41][CH2:42][CH2:43][CH2:44][CH2:45][CH3:46])[CH2:19][CH2:18]2)=[O:15])[C@@H:6]1[OH:50]>C(O)(C(F)(F)F)=O.C1COCC1.O>[O:24]=[C:23]1[N:22]([CH2:25][C:26]2[CH:27]=[N:28][CH:29]=[CH:30][CH:31]=2)[CH2:21][C@H:20]([O:32][C:33](=[O:47])[CH2:34][CH2:35][CH2:36][CH2:37][CH2:38][CH2:39][CH2:40][CH2:41][CH2:42][CH2:43][CH2:44][CH2:45][CH3:46])[CH2:19][CH2:18][C@@H:17]1[NH:16][C:14](=[O:15])[C@H:13]([O:48][CH3:49])[C@H:7]([OH:8])[C@@H:6]([OH:50])[C@H:5]([OH:10])/[CH:4]=[CH:3]/[C:2]([CH3:1])([CH3:51])[CH3:52] |f:1.2.3|. Reported procedure: To a solution of TFA/THF/H2O (3/3/2) (30 mL) at 0° C. is added tetradecanoic acid (3R,6S)-6-{(R)-2-[(4R,5R,6R)-6-((E)-3,3-dimethyl-but-1-enyl)-5-hydroxy-2,2-dimethyl-[1,3]dioxan-4-yl]-2-methoxy-acetylamino}-7-oxo-1-pyridin-3-ylmethyl-azepan-3-yl ester (0.3 g, 0.42 mmol). After 30 min the reaction is evaporated under high vacuum, toluene is added (20 mL) and evaporated under high vacuum to remove remaining TFA. The residue is dissolved in CH2Cl2 at 0° C. and neutralized by adding NH4OH dropwise. ... The reactants are C(C)(C)(C)OC(NC=1COCC(N1)(C)C1=CC(=CC=C1)N)=O ([5-(3-Amino-phenyl)-5-methyl-5,6-dihydro-2H-[1,4]oxazin-3-yl]-carbamic acid tert-butyl ester), O1C(=CC=C1)C(=O)O (furan-2-carboxylic acid), C=1C=CC2=C(C1)N=NN2O (HOBT), CCN(C(C)C)C(C)C (DIPEA), C(CCl)Cl (EDC). Run in ClCCl (dichloromethane). Run at temperature 0 celsius, time 10 minute. The product is C(C)(C)(C)OC(NC=1COCC(N1)(C)C1=CC(=CC=C1)NC(=O)C=1OC=CC1)=O ((5-{3-[(Furan-2-carbonyl)-amino]-phenyl}-5-methyl-5,6-dihydro-2H-[1,4]oxazin-3-yl)-carbamic acid tert-butyl ester). As a reaction SMILES: [C:1]([O:5][C:6](=[O:22])[NH:7][C:8]1[CH2:9][O:10][CH2:11][C:12]([C:15]2[CH:20]=[CH:19][CH:18]=[C:17]([NH2:21])[CH:16]=2)([CH3:14])[N:13]=1)([CH3:4])([CH3:3])[CH3:2].[O:23]1[CH:27]=[CH:26][CH:25]=[C:24]1[C:28](O)=[O:29].C1C=CC2N(O)N=NC=2C=1.CCN(C(C)C)C(C)C.C(Cl)CCl>ClCCl>[C:1]([O:5][C:6](=[O:22])[NH:7][C:8]1[CH2:9][O:10][CH2:11][C:12]([C:15]2[CH:20]=[CH:19][CH:18]=[C:17]([NH:21][C:28]([C:24]3[O:23][CH:27]=[CH:26][CH:25]=3)=[O:29])[CH:16]=2)([CH3:14])[N:13]=1)([CH3:2])([CH3:3])[CH3:4]. Procedure: [5-(3-Amino-phenyl)-5-methyl-5,6-dihydro-2H-[1,4]oxazin-3-yl]-carbamic acid tert-butyl ester (264 mg, 0.865 mmol), furan-2-carboxylic acid (107 mg, 0.951 mmol) and HOBT (172 mg, 1.124 mmol) were dissolved in dichloromethane under N2 at 0° C. DIPEA (112 mg, 0.865 mmol) and EDC (182 mg, 0.951 mmol) were added. The mixture was stirred at 0° C. for 10 min, then allowed to warm to room temperature, stirred for 17 h at room temperature, quenched with 1M aqueous KHCO3 solution and extracted with dichlo... Reactants: O (water), solid, C[O-].[K+] (potassium methoxide), C(CCCCCCCCC)#N (decanonitrile), ethyl methoxy acetate, CC=1C=CC=CC1C (o-xylene), Cl (hydrochloric acid). Run in C(C)O (ethanol). Conditions: temperature 105 celsius, time 6 hour. Product: COCC(=O)C(C#N)CCCCCCCC (2-(2-Methoxyacetyl)decanonitrile). As a reaction SMILES: [CH3:1][O-:2].[K+].[CH3:4][C:5]1[CH:6]=[CH:7][CH:8]=[CH:9][C:10]=1[CH3:11].[C:12](#[N:22])[CH2:13][CH2:14][CH2:15]CCCCCC.Cl.[OH2:24]>C(O)C>[CH3:1][O:2][CH2:15][C:14]([CH:13]([CH2:11][CH2:10][CH2:9][CH2:8][CH2:7][CH2:6][CH2:5][CH3:4])[C:12]#[N:22])=[O:24] |f:0.1|. Procedure details: In a stirred vessel fitted with reflux condenser and dropping funnel, 199.96 g of solid potassium methoxide were initially charged, and 318 g of o-xylene were added. 15 g of ethanol were added, and the suspension was heated to reflux. A mixture of 170 g of decanonitrile and 180.8 g of ethyl methoxy acetate was then added via the dropping funnel over a period of 10 min. After the addition had ended, stirring was continued for 6 h, and the mixture was then cooled to 105° C. 373 g of water were the...